This data is from the Open Reaction Database (ORD), a public repository of structured organic reaction records. The task is: describe an organic reaction: reactants, conditions, products, and yield Reactants: ClCC(=O)N1C2=C(NC(C3=C1C=CC=C3)=O)C=CC=N2 (11-(chloroacetyl)-5,11-dihydro-6H-pyrido[2,3-b][1,4]benzodiazepin-6-one), C(C1=CC=CC=C1)(=O)CNCCC1NCCCC1 (2-[2-[(benzoyl)methylamino]ethyl]-piperidine), C([O-])([O-])=O.[Na+].[Na+] (sodium carbonate). Solvent: C(C)#N (acetonitrile). Product: C(C1=CC=CC=C1)(=O)CNCCC1N(CCCC1)CC(=O)N1C2=C(NC(C3=C1C=CC=C3)=O)C=CC=N2 (5,11-Dihydro-11-[[2-[2-[(benzoyl)methylamino]ethyl]-1-piperidinyl]acetyl]-6H-pyrido[2,3-b][1,4]benzodiazepin-6-one). RXN SMILES: Cl[CH2:2][C:3]([N:5]1[C:11]2[CH:12]=[CH:13][CH:14]=[CH:15][C:10]=2[C:9](=[O:16])[NH:8][C:7]2[CH:17]=[CH:18][CH:19]=[N:20][C:6]1=2)=[O:4].[C:21]([CH2:29][NH:30][CH2:31][CH2:32][CH:33]1[CH2:38][CH2:37][CH2:36][CH2:35][NH:34]1)(=[O:28])[C:22]1[CH:27]=[CH:26][CH:25]=[CH:24][CH:23]=1.C(=O)([O-])[O-].[Na+].[Na+]>C(#N)C>[C:21]([CH2:29][NH:30][CH2:31][CH2:32][CH:33]1[CH2:38][CH2:37][CH2:36][CH2:35][N:34]1[CH2:2][C:3]([N:5]1[C:11]2[CH:12]=[CH:13][CH:14]=[CH:15][C:10]=2[C:9](=[O:16])[NH:8][C:7]2[CH:17]=[CH:18][CH:19]=[N:20][C:6]1=2)=[O:4])(=[O:28])[C:22]1[CH:23]=[CH:24][CH:25]=[CH:26][CH:27]=1 |f:2.3.4|. Procedure details: A mixture of 9.5 g (0.033 mol) of 11-(chloroacetyl)-5,11-dihydro-6H-pyrido[2,3-b][1,4]benzodiazepin-6-one, 9.8 g (0.04 mol) of 2-[2-[(benzoyl)methylamino]ethyl]-piperidine, 4.2 g (0.04 mol) of sodium carbonate and 300 ml of acetonitrile is refluxed for 10 hours. Then the reaction mixture is filtered and the filtrate is evaporated to dryness in vacuo. The crude product obtained is purified by chromatography on silica gel (Baker, 30-60 μm) with a mixture of methylene chloride/methanol/cyclohexane/... Starting materials: C=C1N(C(C(C12CCNCC2)=O)=O)S(=O)(=O)C2=CC=C(C=C2)C (4-methylene-2-oxo-3-(4-toluenesulfonyl)-1-oxo-3,8-diazaspiro[4,5]decane), C(C1=CC=CC=C1)Br (benzyl bromide), C([O-])([O-])=O.[K+].[K+] (potassium carbonate). The product is C(C1=CC=CC=C1)N1CCC2(C(N(C(O2)=O)S(=O)(=O)C2=CC=C(C=C2)C)=C)CC1 (8-benzyl-4-methylene-2-oxo-3-(4-toluenesulfonyl)-1-oxa-3,8-diazaspiro[4,5]-decane). Reported procedure: A mixture containing 3.2 g of 4-methylene-2-oxo-3-(4-toluenesulfonyl)-1-oxo-3,8-diazaspiro[4,5]decane, 2.1 g of benzyl bromide and 1.7 g of anhydrous potassium carbonate in 32 ml of methyl isobutyl ketone is refluxed under nitrogen while stirring for 8 hours. After cooling down the reaction mixture to room temperature the inorganic salts are filtered off and the filtrate is evaporated under reduced pressure. The residue is dissolved in 50 ml of benzene, washed to bromide-free and neutral with wa... Reaction SMILES: [CH2:1]=[C:2]1[C:6]2([CH2:11][CH2:10][NH:9][CH2:8][CH2:7]2)C(=O)[C:4](=[O:13])[N:3]1[S:14]([C:17]1[CH:22]=[CH:21][C:20]([CH3:23])=[CH:19][CH:18]=1)(=[O:16])=[O:15].[CH2:24](Br)[C:25]1[CH:30]=[CH:29][CH:28]=[CH:27][CH:26]=1.C(=O)([O-])[O-:33].[K+].[K+]>C(C(C)=O)C(C)C>[CH2:24]([N:9]1[CH2:10][CH2:11][C:6]2([O:13][C:4](=[O:33])[N:3]([S:14]([C:17]3[CH:22]=[CH:21][C:20]([CH3:23])=[CH:19][CH:18]=3)(=[O:15])=[O:16])[C:2]2=[CH2:1])[CH2:7][CH2:8]1)[C:25]1[CH:30]=[CH:29][CH:28]=[CH:27][CH:26]=1 |f:2.3.4|. Solvent: C(C(C)C)C(=O)C (methyl isobutyl ketone). Conditions: time 8 hour. Yield: 84.0%.